Dataset: the Open Reaction Database (ORD), a public repository of structured organic reaction records. Task: describe an organic reaction: reactants, conditions, products, and yield The reactants are C(C1=CC=CC=C1)N (benzylamine), S(=O)(=O)(C(F)(F)F)OCC(COS(=O)(=O)C(F)(F)F)([N+](=O)[O-])C (2-methyl-2-nitro-1,3-propanediol ditriflate), S(=O)(=O)(C(F)(F)F)OCC(COS(=O)(=O)C(F)(F)F)([N+](=O)[O-])C (2-methyl-2-nitro-1,3-propanediol ditriflate), C(C)N(C(C)C)C(C)C (N-ethyl-diisopropylamine). The solvent is C(C)#N (acetonitrile). Run at temperature 80 celsius, time 12 hour. Product: CC1(CN(C1)CC1=CC=CC=C1)[N+](=O)[O-] (3-methyl-3-nitro-N-benzylazetidine). RXN SMILES: S(O[CH2:9][C:10]([CH3:23])([N+:20]([O-:22])=[O:21])[CH2:11]OS(C(F)(F)F)(=O)=O)(C(F)(F)F)(=O)=O.C(N(C(C)C)C(C)C)C.[CH2:33]([NH2:40])[C:34]1[CH:39]=[CH:38][CH:37]=[CH:36][CH:35]=1>C(#N)C>[CH3:23][C:10]1([N+:20]([O-:22])=[O:21])[CH2:9][N:40]([CH2:33][C:34]2[CH:39]=[CH:38][CH:37]=[CH:36][CH:35]=2)[CH2:11]1. Procedure: A solution of 2-methyl-2-nitro-1,3-propanediol ditriflate [the product of step 1] (4.0 g, 10 mmol) in acetonitrile (70 ml) is cooled to 0° C.-5° C. and N-ethyl-diisopropylamine (3.23 g, 25 mmol) is added, followed by benzylamine (1.60 g, 15 mmol) and the mixture is stirred at a temperature of 80° C. for 12 hours. The cooled reaction mixture concentrated under reduced pressure, dissolved in ethyl acetate and transferred to a separating funnel. This is then washed with water (2×) and brine, dried ...